From a dataset of the Open Reaction Database (ORD), a public repository of structured organic reaction records. describe an organic reaction: reactants, conditions, products, and yield The reactants are C(C)(C)N(C(C)C)CC (N,N-diisopropylethylamine), C[Si](C)(C)C#C (trimethylsilylacetylene), CP(=O)(C)CN1CCN(CC1)CC1=C(C=C(C=C1)NC(C1=CC(=C(C=C1)C)I)=O)C(F)(F)F (N-[4-({4-[(dimethylphosphoryl)methyl]piperazin-1-yl}methyl)-3-(trifluoromethyl)phenyl]-3-iodo-4-methylbenzamide), Pd[(PPh3)]4, N#N (N2). Reagents/catalysts: [Cu]I (CuI). Run in CN(C)C=O (DMF), CCOC(=O)C (EtOAc), O (Water). Reaction conditions: time 24 hour. Yields the product CP(=O)(C)CN1CCN(CC1)CC1=C(C=C(C=C1)NC(C1=CC(=C(C=C1)C)C#C[Si](C)(C)C)=O)C(F)(F)F (N-[4-({4-[(dimethylphosphoryl)methyl]piperazin-1-yl}methyl)-3-(trifluoromethyl)phenyl]-4-methyl-3-[(trimethylsilyl)ethynyl]benzamide). RXN SMILES: [CH3:1][P:2]([CH2:5][N:6]1[CH2:11][CH2:10][N:9]([CH2:12][C:13]2[CH:18]=[CH:17][C:16]([NH:19][C:20](=[O:29])[C:21]3[CH:26]=[CH:25][C:24]([CH3:27])=[C:23](I)[CH:22]=3)=[CH:15][C:14]=2[C:30]([F:33])([F:32])[F:31])[CH2:8][CH2:7]1)([CH3:4])=[O:3].N#N.C(N(CC)C(C)C)(C)C.[CH3:45][Si:46]([C:49]#[CH:50])([CH3:48])[CH3:47]>[Cu]I.CCOC(C)=O.O.CN(C=O)C>[CH3:1][P:2]([CH2:5][N:6]1[CH2:11][CH2:10][N:9]([CH2:12][C:13]2[CH:18]=[CH:17][C:16]([NH:19][C:20](=[O:29])[C:21]3[CH:26]=[CH:25][C:24]([CH3:27])=[C:23]([C:50]#[C:49][Si:46]([CH3:48])([CH3:47])[CH3:45])[CH:22]=3)=[CH:15][C:14]=2[C:30]([F:33])([F:32])[F:31])[CH2:8][CH2:7]1)([CH3:4])=[O:3]. Procedure details: N-[4-({4-[(dimethylphosphoryl)methyl]piperazin-1-yl}methyl)-3-(trifluoromethyl)phenyl]-3-iodo-4-methylbenzamide (5 mmol), Pd[(PPh3)]4 (289 mg, 0.25 mmol), CuI (71 mg, 0.375 mmol) is placed in a schlenk flask. The flask is subjected to 3 cycles of vacuum-refilling with N2. To this mixture is added anhydrous N,N-diisopropylethylamine (1.1 mL, 6 mmol), DMF (5 mL), and trimethylsilylacetylene (0.92 mL, 6.5 mmol). This solution is stirred at rt for 24 h. Water and EtOAc are added to the reaction mixt... Product: C(C)OC(=O)C1=C(C2=C(N(C1=O)CC1=CC(=CC=C1)F)C=CS2)O (4-(3-fluoro-benzyl)-7-hydroxy-5-oxo-4,5-dihydro-thieno[3,2-b]pyridine-6-carboxylic acid ethyl ester). The reactants are C(C)C(C(=O)[O-])(C(=O)[O-])CC (diethylmalonate), C([O-])([O-])=O.[K+].[K+] (potassium carbonate), N1C(OC(C2=C1C=CS2)=O)=O (1H-thieno[3,2-d][1,3]oxazine-2,4-dione), [H-].[Na+] (sodium hydride), CN(C)C=O (DMF), FC=1C=C(CBr)C=CC1 (3-fluorobenzylbromide). RXN SMILES: [NH:1]1[C:6]2[CH:7]=[CH:8][S:9][C:5]=2[C:4](=[O:10])O[C:2]1=[O:11].[H-].[Na+].[F:14][C:15]1[CH:16]=[C:17]([CH:20]=[CH:21][CH:22]=1)[CH2:18]Br.[CH2:23](C(CC)(C([O-])=O)C([O-])=O)[CH3:24].[C:34](=[O:37])([O-])[O-:35].[K+].[K+].[CH3:40]N(C=O)C>O>[CH2:23]([O:35][C:34]([C:40]1[C:2](=[O:11])[N:1]([CH2:18][C:17]2[CH:20]=[CH:21][CH:22]=[C:15]([F:14])[CH:16]=2)[C:6]2[CH:7]=[CH:8][S:9][C:5]=2[C:4]=1[OH:10])=[O:37])[CH3:24] |f:1.2,5.6.7|. The solvent is O (water). Conditions: temperature -10 celsius. Procedure: 1H-Thieno[3,2-d][1,3]oxazine-2,4-dione (14) (40.0 g, 0.24 mol) was added to a suspension of sodium hydride (60% dispersion in mineral oil, 21.75 g, 0.54 mol) in 300 mL anhydrous DMF stirred under argon at −10° C. After stirring at −10° C. for 15 minutes, 3-fluorobenzylbromide (29.73 mL, 0.24 mol) was added to the solution. The solution was allowed to come to room temperature and further stirred for 3 hours. The solution was again cooled to −10° C., and diethylmalonate (36.62 mL, 0.24 mol) was ad... The yield is 73.0%. RXN SMILES: [F-].C([N+](CCCC)(CCCC)CCCC)CCC.[Si]([O:26][C@@H:27]([CH2:38][O:39][CH2:40][CH3:41])[C:28]([NH:30][C:31]1[CH:36]=[N:35][C:34]([CH3:37])=[CH:33][N:32]=1)=[O:29])(C(C)(C)C)(C)C>O1CCCC1>[CH2:40]([O:39][CH2:38][C@H:27]([OH:26])[C:28]([NH:30][C:31]1[CH:36]=[N:35][C:34]([CH3:37])=[CH:33][N:32]=1)=[O:29])[CH3:41] |f:0.1|. Starting materials: [F-].C(CCC)[N+](CCCC)(CCCC)CCCC (tetrabutylammonium fluoride), [Si](C)(C)(C(C)(C)C)O[C@H](C(=O)NC1=NC=C(N=C1)C)COCC ((S)-2-(tert-butyldimethylsilyloxy)-3-ethoxy-N-(5-methylpyrazin-2-yl)propanamide). Solvent: O1CCCC1 (tetrahydrofuran). Run at time 4 hour. Yield: 72.8%. Procedure details: A solution of tetrabutylammonium fluoride (1M in THF) (4.27 mL, 4.27 mmol) was added in one portion to a stirred solution of (S)-2-(tert-butyldimethylsilyloxy)-3-ethoxy-N-(5-methylpyrazin-2-yl)propanamide (Intermediate H2) (1.45 g, 4.27 mmol) in tetrahydrofuran (25 mL). The resulting solution was stirred at ambient temperature for 4 hours. The reaction mixture was concentrated and diluted with EtOAc (50 mL) washed sequentially with water (20 mL) and saturated brine (20 mL). The organic layer was... Product: C(C)OC[C@@H](C(=O)NC1=NC=C(N=C1)C)O ((2S)-3-ethoxy-2-hydroxy-N-(5-methylpyrazin-2-yl)propanamide).